Dataset: the Open Reaction Database (ORD), a public repository of structured organic reaction records. Task: describe an organic reaction: reactants, conditions, products, and yield Starting materials: C(C)OC(COC1=C(C=C(C=C1)C=O)[N+](=O)[O-])=O ((4-Formyl-2-nitrophenoxy)acetic acid ethyl ester). Reagents/catalysts: [Fe] (iron). The solvent is C(C)(=O)O (acetic acid). Reaction conditions: temperature 60 celsius, time 0.75 hour. The product is O=C1COC2=C(N1)C=C(C=C2)C=O (3-Oxo-3,4-dihydro-2H-benzo[1,4]oxazine-6-carboxaldehyde). Isolated yield 66.2%. RXN SMILES: C([O:3][C:4](=O)[CH2:5][O:6][C:7]1[CH:12]=[CH:11][C:10]([CH:13]=[O:14])=[CH:9][C:8]=1[N+:15]([O-])=O)C>C(O)(=O)C.[Fe]>[O:3]=[C:4]1[NH:15][C:8]2[CH:9]=[C:10]([CH:13]=[O:14])[CH:11]=[CH:12][C:7]=2[O:6][CH2:5]1. Procedure: (4-Formyl-2-nitrophenoxy)acetic acid ethyl ester (1.9 g) in acetic acid (40 mL) was treated with iron powder (4.2 g) and the mixture was stirred at 60° C. for 0.75 hours, filtered and evaporated to dryness. It was partitioned between aqueous sodium bicarbonate and ethyl acetate. The organic fraction was chromatographed on silica gel (ethyl acetate) to give a white solid (0.88 g). MS (−ve ion electrospray) m/e 176 (M−H)−. The reactants are ClCC1=NN=C(O1)C1=CN(C2=C(C=CC=C12)OC)CC1CCCCC1 (3-(5-chloromethyl-[1,3,4]oxadiazol-2-yl)-1-cyclohexylmethyl-7-methoxy-1H-indole), C(C)NCC (diethylamine). Solvent: O1CCCC1 (tetrahydrofuran). Product: Cl.C1(CCCCC1)CN1C=C(C2=CC=CC(=C12)OC)C=1OC(=NN1)CN(CC)CC (1-(Cyclohexyl)methyl-3-{5-[(diethylamino)methyl]-[1,3,4]-oxadiazol-2-yl}-7-methoxy-1H-indole, hydrochloride salt). The yield is 84.6%. As a reaction SMILES: [Cl:1][CH2:2][C:3]1[O:7][C:6]([C:8]2[C:16]3[C:11](=[C:12]([O:17][CH3:18])[CH:13]=[CH:14][CH:15]=3)[N:10]([CH2:19][CH:20]3[CH2:25][CH2:24][CH2:23][CH2:22][CH2:21]3)[CH:9]=2)=[N:5][N:4]=1.[CH2:26]([NH:28][CH2:29][CH3:30])[CH3:27]>O1CCCC1>[ClH:1].[CH:20]1([CH2:19][N:10]2[C:11]3[C:16](=[CH:15][CH:14]=[CH:13][C:12]=3[O:17][CH3:18])[C:8]([C:6]3[O:7][C:3]([CH2:2][N:28]([CH2:29][CH3:30])[CH2:26][CH3:27])=[N:4][N:5]=3)=[CH:9]2)[CH2:25][CH2:24][CH2:23][CH2:22][CH2:21]1 |f:3.4|. Procedure details: To a solution of 3-(5-chloromethyl-[1,3,4]oxadiazol-2-yl)-1-cyclohexylmethyl-7-methoxy-1H-indole (92 mg, 0.26 mmol) in tetrahydrofuran (1 ml) was added diethylamine (0.134 ml, 1.28 mmol) and the reaction mixture subjected to microwave irradiation at 150° C. for 15 minutes. The resulting mixture was purified by flash column chromatography to afford the title compound (87 mg, 0.22 mmol) as the free base. The free base was dissolved in dichloromethane and hydrogen chloride (2M solution in diethyl e... Yields the product C1(=CC=CC2=CC=CC=C12)C=C(C)[N+](=O)[O-] (1-naphthyl-2-nitropropene). Reaction SMILES: [CH:1]1[CH:6]=[C:5]2[CH:7]=[CH:8][CH:9]=[C:10]([CH:11]=O)[C:4]2=[CH:3][CH:2]=1.[N+:13]([CH2:16][CH3:17])([O-:15])=[O:14]>C(O)C.CO.C(N)CCC>[C:10]1([CH:11]=[C:16]([N+:13]([O-:15])=[O:14])[CH3:17])[C:4]2[C:5](=[CH:6][CH:1]=[CH:2][CH:3]=2)[CH:7]=[CH:8][CH:9]=1. Procedure: A solution of 1-naphthylaldehyde (624.8 g, 4.0 mol), nitroethane (300.0 g, 4 mol) and n-butylamine (14.8 g, 0.20 mol) was refluxed in ethanol (400 mL) for 24 hours. The mixture was cooled, diluted with methanol (200 mL), and filtered to give 767 g (90% yield) of 1-naphthyl-2-nitropropene. Upon standing, an additional 60 g (97% total yield) of 1-naphthyl-2-nitropropene crystallized from solution. The yield is 89.9%. Reagents/catalysts: C(CCC)N (n-butylamine). Starting materials: C1=CC=C2C(=C1)C=CC=C2C=O (1-naphthylaldehyde), [N+](=O)([O-])CC (nitroethane). The solvent is CO (methanol), C(C)O (ethanol). Starting materials: C1(=CC=C(C=C1)[C@@]1(C[C@H](N(C1)C([C@H](CCCCCC=C)NC(=O)OC(C)(C)C)=O)C(=O)OC)OC)C1=CC=CC=C1 ((2S,4R)-methyl 4-(biphenyl-4-yl)-1-((S)-2-(tert-butoxycarbonylamino)non-8-enoyl)-4-methoxypyrrolidine-2-carboxylate), O.[OH-].[Li+] (lithium hydroxide monohydrate). The solvent is C1CCOC1 (THF), CO (MeOH), O (water). Run at time 18 hour. Yields the product C1(=CC=C(C=C1)[C@@]1(C[C@H](N(C1)C([C@H](CCCCCC=C)NC(=O)OC(C)(C)C)=O)C(=O)O)OC)C1=CC=CC=C1 ((2S,4R)-4-(biphenyl-4-yl)-1-((S)-2-(tert-butoxycarbonylamino)non-8-enoyl)-4-methoxypyrrolidine-2-carboxylic acid). Isolated yield 91.4%. Reaction SMILES: [C:1]1([C:36]2[CH:41]=[CH:40][CH:39]=[CH:38][CH:37]=2)[CH:6]=[CH:5][C:4]([C@@:7]2([O:34][CH3:35])[CH2:11][N:10]([C:12](=[O:29])[C@@H:13]([NH:21][C:22]([O:24][C:25]([CH3:28])([CH3:27])[CH3:26])=[O:23])[CH2:14][CH2:15][CH2:16][CH2:17][CH2:18][CH:19]=[CH2:20])[C@H:9]([C:30]([O:32]C)=[O:31])[CH2:8]2)=[CH:3][CH:2]=1.O.[OH-].[Li+]>C1COCC1.CO.O>[C:1]1([C:36]2[CH:37]=[CH:38][CH:39]=[CH:40][CH:41]=2)[CH:2]=[CH:3][C:4]([C@@:7]2([O:34][CH3:35])[CH2:11][N:10]([C:12](=[O:29])[C@@H:13]([NH:21][C:22]([O:24][C:25]([CH3:26])([CH3:27])[CH3:28])=[O:23])[CH2:14][CH2:15][CH2:16][CH2:17][CH2:18][CH:19]=[CH2:20])[C@H:9]([C:30]([OH:32])=[O:31])[CH2:8]2)=[CH:5][CH:6]=1 |f:1.2.3|. Procedure details: To a solution of (2S,4R)-methyl 4-(biphenyl-4-yl)-1-((S)-2-(tert-butoxycarbonylamino)non-8-enoyl)-4-methoxypyrrolidine-2-carboxylate (166 mg, 0.294 mmol) in THF (2 mL) and MeOH (2 mL) was added a pre-made solution of lithium hydroxide monohydrate (37 mg, 0.882 mmol) in water (2 mL). This cloudy solution was stirred at rt for 18 h, and then concentrated in vacuo. The residue was dissolved in water and acidified with 1N HCl to pH 2. This aqueous solution was extracted with EtOAc. The organic phase...